This data is from the Open Reaction Database (ORD), a public repository of structured organic reaction records. The task is: describe an organic reaction: reactants, conditions, products, and yield The reactants are O (water), solution, B(Br)(Br)Br (boron tribromide), ClC=1C(=NN(C1OC(F)F)C)CC1=C(C(=C(C=C1)OC)Cl)Cl (4-chloro-3-(2,3-dichloro-4-methoxybenzyl)-5-difluoromethoxy-1-methyl-1H-pyrazole). The solvent is ClCCl (dichloromethane), ClCCl (dichloromethane). Conditions: temperature 20 celsius, time 3 day. Product: ClC=1C(=NN(C1OC(F)F)C)CC1=C(C(=C(C=C1)O)Cl)Cl (4-[(4-Chloro-5-difluoromethoxy-1-methyl-1H-pyrazol-3-yl)methyl]-2,3-dichlorophenol). As a reaction SMILES: B(Br)(Br)Br.[Cl:5][C:6]1[C:7]([CH2:16][C:17]2[CH:22]=[CH:21][C:20]([O:23]C)=[C:19]([Cl:25])[C:18]=2[Cl:26])=[N:8][N:9]([CH3:15])[C:10]=1[O:11][CH:12]([F:14])[F:13].O>ClCCl>[Cl:5][C:6]1[C:7]([CH2:16][C:17]2[CH:22]=[CH:21][C:20]([OH:23])=[C:19]([Cl:25])[C:18]=2[Cl:26])=[N:8][N:9]([CH3:15])[C:10]=1[O:11][CH:12]([F:13])[F:14]. Procedure: 18.1 ml (18 mmol) of a 1-molar solution of boron tribromide in dichloromethane were added to a solution of 3.37 g (9 mmol) of 4-chloro-3-(2,3-dichloro-4-methoxybenzyl)-5-difluoromethoxy-1-methyl-1H-pyrazole in 45 ml of dichloromethane which had been cooled to (−78)° C. After 3 days of stirring at approximately 20° C., the mixture was admixed with 100 ml of water. The undissolved fraction was subsequently filtered off and washed with 100 ml of dichloromethane. The aqueous phase was extracted agai... Starting materials: C1=CC2=C(N=C1)N(N=N2)O (HOAt), C1(=CC=CC=C1)S(=O)(=O)Cl (phenylsulfonyl chloride). Yields the product C1(=CC=CC=C1)S(=O)(=O)ON1N=NC2=C1N=CC=C2 (1-phenylsulfonyloxy-7-azabenzotriazole). RXN SMILES: [CH:1]1[CH:6]=[N:5][C:4]2[N:7]([OH:10])[N:8]=[N:9][C:3]=2[CH:2]=1.[C:11]1([S:17](Cl)(=[O:19])=[O:18])[CH:16]=[CH:15][CH:14]=[CH:13][CH:12]=1>>[C:11]1([S:17]([O:10][N:7]2[C:4]3[N:5]=[CH:6][CH:1]=[CH:2][C:3]=3[N:9]=[N:8]2)(=[O:19])=[O:18])[CH:16]=[CH:15][CH:14]=[CH:13][CH:12]=1. Procedure details: HOAt is reacted with phenylsulfonyl chloride in accordance with the procedure described in Example 2 to afford the title compound. Reactants: CCOP(=O)(Cc1ccc(-c2oc3ccc(Cl)cc3c(=O)c2CBr)cc1)OCC, CCO, N#C[Na], O. Yields the product CCOP(=O)(Cc1ccc(-c2oc3ccc(Cl)cc3c(=O)c2CC#N)cc1)OCC. Reaction SMILES: [Br:1][CH2:2][c:3]1[c:4](-[c:15]2[cH:16][cH:17][c:18]([CH2:19][P:20]([O:21][CH2:22][CH3:23])([O:24][CH2:25][CH3:26])=[O:27])[cH:28][cH:29]2)[o:5][c:6]2[c:7]([c:8]1=[O:9])[cH:10][c:11]([Cl:14])[cH:12][cH:13]2.[CH3:33][CH2:34][OH:35].[Na:30][C:31]#[N:32].[OH2:36]>>[CH2:2]([c:3]1[c:4](-[c:15]2[cH:16][cH:17][c:18]([CH2:19][P:20]([O:21][CH2:22][CH3:23])([O:24][CH2:25][CH3:26])=[O:27])[cH:28][cH:29]2)[o:5][c:6]2[c:7]([c:8]1=[O:9])[cH:10][c:11]([Cl:14])[cH:12][cH:13]2)[C:31]#[N:32]. The reactants are NC=1C=C(NC(CC)=O)C=CC1 (Meta-aminopropionanilide), [Cl-] (chloride), C1(CC1)C(=O)Cl (cyclopropane carbonyl chloride), C(C)(=O)[O-].[Na+] (sodium acetate). The solvent is C(C)(=O)O (acetic acid). The product is C(CC)(=O)NC=1C=C(NC(=O)C2CC2)C=CC1 (Meta-propionamido cyclopropane carboxanilide). RXN SMILES: [NH2:1][C:2]1[CH:3]=[C:4]([CH:10]=[CH:11][CH:12]=1)[NH:5][C:6](=[O:9])[CH2:7][CH3:8].C([O-])(=O)C.[Na+].[CH:18]1([C:21](Cl)=[O:22])[CH2:20][CH2:19]1.[Cl-]>C(O)(=O)C>[C:6]([NH:5][C:4]1[CH:3]=[C:2]([CH:12]=[CH:11][CH:10]=1)[NH:1][C:21]([CH:18]1[CH2:20][CH2:19]1)=[O:22])(=[O:9])[CH2:7][CH3:8] |f:1.2|. Procedure: Meta-aminopropionanilide, 13.1 g. (0.08 mole) is dissolved in 200 ml. of a 50/50 v/v mixture of glacial acetic acid and saturated sodium acetate solution. To this solution is added 9.2 g. (0.088 moles) of cyclopropane carbonyl chloride. The chloride is added slowly with adequate stirring and cooling. The product, which crystallizes from the solution, is collected by filtration. The product is consecutively washed with a 5 percent solution of sodium hydroxide, a 5 percent solution of hydrochloric... Reactants: O[C@]1(CC[C@H]2[C@@H]3CCC4=CC(CCC4=C3[C@H](C[C@]12C)C1=CC=C(C=C1)C(C)O)=O)C(C(F)(F)F)(F)F ((8S,11R,13S,14S,17S)-17-hydroxy-11-[4-((RS)-1-hydroxyethyl)phenyl]-1 3-methyl-17-pentafluoroethyl-1,2,6,7,8,11,12,13,14,15,16,17-dodecahydrocyclopenta[a]phenanthren-3-one), S1C(=NC=C1)CCC(=O)O (3-(2-thiazolyl)propionic acid). Product: O[C@]1(CC[C@H]2[C@@H]3CCC4=CC(CCC4=C3[C@H](C[C@]12C)C1=CC=C(C=C1)C(C)OC(CCC=1SC=CN1)=O)=O)C(C(F)(F)F)(F)F (3-Thiazol-2-ylpropionic acid (RS)-1-[4-((8S,11R,13S,14S,17S)-17-hydroxy-13-methyl-3-oxo-17-pentafluoroethyl-2,3,6,7,8,11,12,13,14,15,16,17-dodecahydro-1H-cyclopenta[a]phenanthren-11-yl)phenyl]ethyl ester). Isolated yield 62.0%. As a reaction SMILES: [OH:1][C@:2]1([C:30]([F:36])([F:35])[C:31]([F:34])([F:33])[F:32])[C@:18]2([CH3:19])[C@H:5]([C@H:6]3[C:15]([C@@H:16]([C:20]4[CH:25]=[CH:24][C:23]([CH:26]([OH:28])[CH3:27])=[CH:22][CH:21]=4)[CH2:17]2)=[C:14]2[C:9](=[CH:10][C:11](=[O:29])[CH2:12][CH2:13]2)[CH2:8][CH2:7]3)[CH2:4][CH2:3]1.[S:37]1[CH:41]=[CH:40][N:39]=[C:38]1[CH2:42][CH2:43][C:44](O)=[O:45]>>[OH:1][C@:2]1([C:30]([F:35])([F:36])[C:31]([F:32])([F:33])[F:34])[C@:18]2([CH3:19])[C@H:5]([C@H:6]3[C:15]([C@@H:16]([C:20]4[CH:21]=[CH:22][C:23]([CH:26]([O:28][C:44](=[O:45])[CH2:43][CH2:42][C:38]5[S:37][CH:41]=[CH:40][N:39]=5)[CH3:27])=[CH:24][CH:25]=4)[CH2:17]2)=[C:14]2[C:9](=[CH:10][C:11](=[O:29])[CH2:12][CH2:13]2)[CH2:8][CH2:7]3)[CH2:4][CH2:3]1. Procedure: In analogy to Example 5, 150 mg (0.29 mmol) of (8S,11R,13S,14S,17S)-17-hydroxy-11-[4-((RS)-1-hydroxyethyl)phenyl]-1 3-methyl-17-pentafluoroethyl-1,2,6,7,8,11,12,13,14,15,16,17-dodecahydrocyclopenta[a]phenanthren-3-one were converted using 3-(2-thiazolyl)propionic acid and, after workup and purification, 119 mg (62%) of the title compounds were obtained as a colourless foam. The reactants are Br, CCCC(CCC)CCCCCO, O, O=S(=O)(O)O. Yields the product CCCC(CCC)CCCCCBr. RXN SMILES: [BrH:14].[CH2:1]([CH2:2][CH3:3])[CH:4]([CH2:5][CH2:6][CH2:7][CH2:8][CH2:9][OH:10])[CH2:11][CH2:12][CH3:13].[OH2:20].[S:15](=[O:16])(=[O:17])([OH:18])[OH:19]>>[CH2:1]([CH2:2][CH3:3])[CH:4]([CH2:5][CH2:6][CH2:7][CH2:8][CH2:9][Br:14])[CH2:11][CH2:12][CH3:13]. The reactants are CSc1ncc2cc(-c3cc(C(=O)O)ccc3C)c(=O)n(C)c2n1, CCN=C=NCCCN(C)C, NC1CC1, CN(C)C=O. Yields the product CSc1ncc2cc(-c3cc(C(=O)NC4CC4)ccc3C)c(=O)n(C)c2n1. As a reaction SMILES: [CH3:1][c:2]1[c:3](-[c:11]2[cH:12][c:13]3[c:14]([n:15][c:16]([S:19][CH3:20])[n:17][cH:18]3)[n:21]([CH3:24])[c:22]2=[O:23])[cH:4][c:5]([C:6](=[O:7])[OH:8])[cH:9][cH:10]1.[CH3:29][CH2:30][N:31]=[C:32]=[N:33][CH2:34][CH2:35][CH2:36][N:37]([CH3:38])[CH3:39].[CH:25]1([NH2:28])[CH2:26][CH2:27]1.[O:40]=[CH:41][N:42]([CH3:43])[CH3:44]>>[CH3:1][c:2]1[c:3](-[c:11]2[cH:12][c:13]3[c:14]([n:15][c:16]([S:19][CH3:20])[n:17][cH:18]3)[n:21]([CH3:24])[c:22]2=[O:23])[cH:4][c:5]([C:6](=[O:8])[NH:28][CH:25]2[CH2:26][CH2:27]2)[cH:9][cH:10]1.